This data is from the Open Reaction Database (ORD), a public repository of structured organic reaction records. The task is: describe an organic reaction: reactants, conditions, products, and yield Starting materials: [O-]CC.[Na+] (Sodium ethoxide), C(C)OC(CCCC(CC=O)C)(C)C (7-ethoxy-3,7-dimethyloctan-1-al), diethyl 3-ethoxycarbonyl-2-methylprop-2-enyl phosphonate. The solvent is CN(C=O)C (dimethylformamide). Conditions: time 1.5 hour. The product is C(C)OC(CCCC(CC=CC(=CC(=O)OCC)C)C)(C)C (ethyl 11-ethoxy-3,7,11-trimethyldodeca-2,4-dienoate). RXN SMILES: [O-:1][CH2:2][CH3:3].[Na+].[CH2:5]([O:7][C:8]([CH3:18])([CH3:17])[CH2:9][CH2:10][CH2:11][CH:12]([CH3:16])[CH2:13][CH:14]=O)[CH3:6]>CN(C)C=O>[CH2:5]([O:7][C:8]([CH3:18])([CH3:17])[CH2:9][CH2:10][CH2:11][CH:12]([CH3:16])[CH2:13][CH:14]=[CH:9][C:8]([CH3:17])=[CH:3][C:2]([O:7][CH2:5][CH3:6])=[O:1])[CH3:6] |f:0.1|. Procedure details: Sodium ethoxide (prepared from 0.2 g. of sodium and 12 ml. of ethanol) is slowly added to a mixture of 1.1 g. of 7-ethoxy-3,7-dimethyloctan-1-al, diethyl 3-ethoxycarbonyl-2-methylprop-2-enyl phosphonate and 50 ml. of dimethylformamide, with stirring, under nitrogen, at 0°. The reaction is stirred for 1.5 hours after addition is complete and then worked up by extraction with ether to yield ethyl 11-ethoxy-3,7,11-trimethyldodeca-2,4-dienoate, mostly trans(2), trans(4), which can be further purifie... Starting materials: N(=NC(=O)OCC)C(=O)OCC (diethyl azodicarboxylate), OCCOC1=C(C=C(C=C1C)C=1NC(C2=C(C=C(C=C2C1)OC)OC)=O)C (3-[4-(2-hydroxy-ethoxy)-3,5-dimethyl-phenyl]-6,8-dimethoxy-2H-isoquinolin-1-one), C1(NC(C2=CC=CC=C12)=O)=O (isoindole-1,3-dione), C1(=CC=CC=C1)P(C1=CC=CC=C1)C1=CC=CC=C1 (triphenylphosphine). Solvent: C1CCOC1 (THF). Reaction conditions: time 16 hour. The product is COC=1C=C2C=C(NC(C2=C(C1)OC)=O)C1=CC(=C(OCCN2C(C3=CC=CC=C3C2=O)=O)C(=C1)C)C (2-(2-(4-(6,8-Dimethoxy-1-oxo-1,2-dihydroisoquinolin-3-yl)-2,6-dimethylphenoxy)ethyl)isoindoline-1,3-dione). Reaction SMILES: O[CH2:2][CH2:3][O:4][C:5]1[C:10]([CH3:11])=[CH:9][C:8]([C:12]2[NH:13][C:14](=[O:26])[C:15]3[C:20]([CH:21]=2)=[CH:19][C:18]([O:22][CH3:23])=[CH:17][C:16]=3[O:24][CH3:25])=[CH:7][C:6]=1[CH3:27].[C:28]1(=[O:38])[C:36]2[C:31](=[CH:32][CH:33]=[CH:34][CH:35]=2)[C:30](=[O:37])[NH:29]1.C1(P(C2C=CC=CC=2)C2C=CC=CC=2)C=CC=CC=1.N(C(OCC)=O)=NC(OCC)=O>C1COCC1>[CH3:23][O:22][C:18]1[CH:19]=[C:20]2[C:15](=[C:16]([O:24][CH3:25])[CH:17]=1)[C:14](=[O:26])[NH:13][C:12]([C:8]1[CH:9]=[C:10]([CH3:11])[C:5]([O:4][CH2:3][CH2:2][N:29]3[C:30](=[O:37])[C:31]4[C:36](=[CH:35][CH:34]=[CH:33][CH:32]=4)[C:28]3=[O:38])=[C:6]([CH3:27])[CH:7]=1)=[CH:21]2. Reported procedure: To a suspension of 3-[4-(2-hydroxy-ethoxy)-3,5-dimethyl-phenyl]-6,8-dimethoxy-2H-isoquinolin-1-one (0.80 g, 2.16 mmol), isoindole-1,3-dione (0.35 g, 2.38 mmol), and triphenylphosphine (0.85 g, 3.25 mmol) in THF (30 mL), was added diethyl azodicarboxylate (0.56 g, 3.25 mmol) and the reaction mixture was stirred at room temperature for 16 hours. The solvent was evaporated in vacuo and the residue was washed with ether to give the title compound as an off-white solid. Yield: 1.11 g (crude). 1H NMR ... The reactants are FC1=CC=C(C=C1)C=1N=C(N(C1C1=CC=C(C=C1)F)/C=C/C#N)C(F)(F)F ((E)-3-[4,5-bis(4-fluorophenyl)-2-trifluoromethyl-1H-imidazol-1-yl]-2-propenenitrile), [H-].C(C(C)C)[Al+]CC(C)C (diisobutylaluminum hydride), Intermediate ( 4a ), C1CCOC1 (THF). The product is FC1=CC=C(C=C1)C=1N=C(N(C1C1=CC=C(C=C1)F)/C=C/C=O)C(F)(F)F ((E)-3-[4,5-Bis(4-fluorophenyl)-2-trifluoromethyl-1H-imidazol-1-yl]-2-propenal). As a reaction SMILES: [F:1][C:2]1[CH:7]=[CH:6][C:5]([C:8]2[N:9]=[C:10]([C:24]([F:27])([F:26])[F:25])[N:11](/[CH:20]=[CH:21]/[C:22]#N)[C:12]=2[C:13]2[CH:18]=[CH:17][C:16]([F:19])=[CH:15][CH:14]=2)=[CH:4][CH:3]=1.[H-].C([Al+]CC(C)C)C(C)C.C1C[O:41]CC1>>[F:1][C:2]1[CH:7]=[CH:6][C:5]([C:8]2[N:9]=[C:10]([C:24]([F:27])([F:26])[F:25])[N:11](/[CH:20]=[CH:21]/[CH:22]=[O:41])[C:12]=2[C:13]2[CH:18]=[CH:17][C:16]([F:19])=[CH:15][CH:14]=2)=[CH:4][CH:3]=1 |f:1.2|. Procedure details: From (E)-3-[4,5-bis(4-fluorophenyl)-2-trifluoromethyl-1H-imidazol-1-yl]-2-propenenitrile (484 mg) and diisobutylaluminum hydride (2.2 ml) in dry THF (15 ml) by the process as described for the preparation of Intermediate (4a) to afford a brown gum (0.53 g) which was purified by FCC eluting with System A (1:4) to afford the title compound (263 mg) as a yellow solid. νmax (Nujol) 1692 cm-1 (C=O).